Dataset: the Open Reaction Database (ORD), a public repository of structured organic reaction records. Task: describe an organic reaction: reactants, conditions, products, and yield Reactants: C(C)OC(=O)C1=C(N=C(S1)NOC(=O)OC(C)(C)C)C (ethyl-2-tert-butoxycarbonyloxyamino-4-methyl-thiazole-5-carboxylate), [OH-].[K+] (KOH), Cl (HCl). The solvent is O1C(CCC1)CCO (tetrahydrofuran-ethanol). Run at temperature 55 celsius. Product: C(C)(C)(C)OC(=O)ONC=1SC(=C(N1)C)C(=O)O (2-tert-butoxycarbonyloxyamino-4-methyl-thiazole-5-carboxylic acid). As a reaction SMILES: C([O:3][C:4]([C:6]1[S:10][C:9]([NH:11][O:12][C:13]([O:15][C:16]([CH3:19])([CH3:18])[CH3:17])=[O:14])=[N:8][C:7]=1[CH3:20])=[O:5])C.[OH-].[K+].Cl>O1CCCC1CCO>[C:16]([O:15][C:13]([O:12][NH:11][C:9]1[S:10][C:6]([C:4]([OH:5])=[O:3])=[C:7]([CH3:20])[N:8]=1)=[O:14])([CH3:19])([CH3:17])[CH3:18] |f:1.2|. Reported procedure: A stirred solution of ethyl-2-tert-butoxycarbonyloxyamino-4-methyl-thiazole-5-carboxylate (10 g, 34.95 mmol) in tetrahydrofuran-ethanol (250 mL, 2:3) was treated with a 6N KOH solution (250 mL). The mixture was heated to 55° C. overnight. The solution was cooled to 0° C. and acidified with concd. HCl to pH 1. The solvent was evaporated in vacuo. The residue was washed with water, diethyl ether, dried in vacuo over anhydrous phosphorous pentoxide to obtain the title acid (6 g, 89%) as a white sol... The yield is 67.0%. Procedure: 4-Amino-2-bromoanisole (Desc. 4(a); 4.7 g) was dissolved in triethylorthoformate (50 ml), trifluoroacetic acid (1.8 ml) was added and the mixture heated at reflux for 48 hours. The solvent was removed in vacuo to afford a brown solid. Sodium azide (2.25 g) and acetic acid (25 ml) were added and the mixture heated at reflux for 6 hours. The product was purified on flash silica eluting with dichloromethane containing increasing proportions of methanol (0.25%, 0.5 and 0.75%) to give the title compo... Yields the product BrC1=C(C=CC(=C1)N1N=NN=C1)OC (2-Bromo-4-(1H-tetrazol-1-yl)anisole). Starting materials: NC1=CC(=C(C=C1)OC)Br (4-Amino-2-bromoanisole), [N-]=[N+]=[N-].[Na+] (Sodium azide), C(C)(=O)O (acetic acid), FC(C(=O)O)(F)F (trifluoroacetic acid). Run in C(C)OC(OCC)OCC (triethylorthoformate). RXN SMILES: [NH2:1][C:2]1[CH:7]=[CH:6][C:5]([O:8][CH3:9])=[C:4]([Br:10])[CH:3]=1.FC(F)(F)C(O)=O.[N-:18]=[N+:19]=[N-:20].[Na+].[C:22](O)(=O)C>C(OC(OCC)OCC)C>[Br:10][C:4]1[CH:3]=[C:2]([N:1]2[CH:22]=[N:20][N:19]=[N:18]2)[CH:7]=[CH:6][C:5]=1[O:8][CH3:9] |f:2.3|. Starting materials: C(C)(=O)N1CCN(CC1)C1=CC=C(C=C1)NC1=NC=C(C(=N1)NCC1CCNCC1)C(=O)N (2-(4-(4-acetylpiperazin-1-yl)phenylamino)-4-(piperidin-4-ylmethylamino)pyrimidine-5-carboxamide), O([K])C#N (KOCN). The solvent is C(C)(=O)O (acetic acid). Run at time 4 hour. Product: C(C)(=O)N1CCN(CC1)C1=CC=C(C=C1)NC1=NC=C(C(=N1)NCC1CCN(CC1)C(N)=O)C(=O)N (2-(4-(4-acetylpiperazin-1-yl)phenylamino)-4-((1-carbamoylpiperidin-4-yl)methylamino)pyrimidine-5-carboxamide). Isolated yield 29.4%. As a reaction SMILES: [C:1]([N:4]1[CH2:9][CH2:8][N:7]([C:10]2[CH:15]=[CH:14][C:13]([NH:16][C:17]3[N:22]=[C:21]([NH:23][CH2:24][CH:25]4[CH2:30][CH2:29][NH:28][CH2:27][CH2:26]4)[C:20]([C:31]([NH2:33])=[O:32])=[CH:19][N:18]=3)=[CH:12][CH:11]=2)[CH2:6][CH2:5]1)(=[O:3])[CH3:2].[O:34]([C:36]#[N:37])[K]>C(O)(=O)C>[C:1]([N:4]1[CH2:5][CH2:6][N:7]([C:10]2[CH:11]=[CH:12][C:13]([NH:16][C:17]3[N:22]=[C:21]([NH:23][CH2:24][CH:25]4[CH2:30][CH2:29][N:28]([C:36](=[O:34])[NH2:37])[CH2:27][CH2:26]4)[C:20]([C:31]([NH2:33])=[O:32])=[CH:19][N:18]=3)=[CH:14][CH:15]=2)[CH2:8][CH2:9]1)(=[O:3])[CH3:2]. Reported procedure: A mixture of 2-(4-(4-acetylpiperazin-1-yl)phenylamino)-4-(piperidin-4-ylmethylamino)pyrimidine-5-carboxamide (25 mg, 0.055 mmol) and KOCN (20 mg, 0.25 mmol) in acetic acid (2 mL) was stirred at 100 C for 4 h. The mixture was then purified by HPLC to give the titled compound (8 mg). MS 496.45 (M+H). The reactants are CC1=CC=C(C=C1)C(C)=O (p-methylacetophenone), [O-]CC.[K+] (potassium ethoxide). Reagents/catalysts: C1=CC=C(C=C1)P(C2=CC=CC=C2)C3=CC=CC=C3.C1=CC=C(C=C1)P(C2=CC=CC=C2)C3=CC=CC=C3.C1=CC=C(C=C1)P(C2=CC=CC=C2)C3=CC=CC=C3.[Cl-].[Cl-].[Ru+2] (Tris(triphenylphosphine)ruthenium(II) chloride). Run in C(C)(C)O (i-propanol), CCOCC (ether), CCOCC (ether). Reaction conditions: temperature 40 celsius, time 1 hour. Yields the product CC1=CC=C(C=C1)C(C)O (1-(p-methylphenyl)ethanol). Reaction SMILES: [CH3:1][C:2]1[CH:7]=[CH:6][C:5]([C:8](=[O:10])[CH3:9])=[CH:4][CH:3]=1.[O-]CC.[K+]>CCOCC.C(O)(C)C.C1C=CC(P(C2C=CC=CC=2)C2C=CC=CC=2)=CC=1.C1C=CC(P(C2C=CC=CC=2)C2C=CC=CC=2)=CC=1.C1C=CC(P(C2C=CC=CC=2)C2C=CC=CC=2)=CC=1.[Cl-].[Cl-].[Ru+2]>[CH3:1][C:2]1[CH:7]=[CH:6][C:5]([CH:8]([OH:10])[CH3:9])=[CH:4][CH:3]=1 |f:1.2,5.6.7.8.9.10|. Procedure: Tris(triphenylphosphine)ruthenium(II) chloride (3.8 mg, 4 μmol, 0.5 mol %) and a chiral ligand (M=Ru, R=t-Bu, Ar=C6H5—, 2.6 μmol, 0.33 mol %) were dissolved in ether (3 mL) under nitrogen atmosphere, and then heated and stirred for 1 h at 40° C. After the mixture was cooled to room temperature, p-methylacetophenone (0.8 mmol), ether (2 mL) and a solution of potassium ethoxide in i-propanol (0.4 mL, 0.2 M) were added thereto. Thereafter, the reaction system was placed in an autoclave, and stirred... Reactants: Cl (HCl), C(C(=O)OC)(=O)OC (Dimethyl oxalate), C[O-].[Na+] (sodium methylate), IC=1C=C(C(=C(C1)C(F)(F)F)C)[N+](=O)[O-] (5-iodo-2-methyl-3-nitrobenzotrifluoride). The solvent is CO (MeOH). Reaction conditions: time 1.5 hour. The product is [N+](=O)([O-])C1=C(C(=CC(=C1)I)C(F)(F)F)CC(C(=O)OC)=O (Methyl 3-[2-Nitro-4-iodo-6-(trifluoromethyl)phenyl]-2oxo-propanoate). RXN SMILES: [C:1]([O:7]C)(=O)[C:2]([O:4][CH3:5])=[O:3].C[O-].[Na+].[I:12][C:13]1[CH:14]=[C:15]([N+:24]([O-:26])=[O:25])[C:16]([CH3:23])=[C:17]([C:19]([F:22])([F:21])[F:20])[CH:18]=1.Cl>CO>[N+:24]([C:15]1[CH:14]=[C:13]([I:12])[CH:18]=[C:17]([C:19]([F:22])([F:20])[F:21])[C:16]=1[CH2:23][C:1](=[O:7])[C:2]([O:4][CH3:5])=[O:3])([O-:26])=[O:25] |f:1.2|. Procedure: Dimethyl oxalate (127.79 g, 5.0 eq) was added to sodium methylate (216.4 mL, 28%, 5.0 eq). The resulting mixture was stirred at room temperature for 1.5 hours. To the mixture was then added 5-iodo-2-methyl-3-nitrobenzotrifluoride (71.64 g, 216.4 mmol), dissolved in MeOH (216 mL). The dark red mixture was then stirred at room temperature for 6 hours and left over night. The solvent was removed in vacuo to give a red solid which was subsequently added to aqueous 2.5N HCl (800 mL). The mixture was ... The reactants are OC1=C(C(=O)C2=C(C=C(C=C2)O)O)C=CC(=C1)O (2,2′,4,4′-tetrahydroxybenzophenone), [Cl-].[NH4+] (ammonium chloride), Cl.ClC1=C(C=CC=C1)NN (2-chlorophenyl hydrazine hydrochloride). Solvent: O (H2O). Product: ClC1=C(C=CC=C1)N1N=C(C2=CC=C(C=C12)O)C1=C(C=C(C=C1)O)O (4-[1-(2-chlorophenyl)-6-hydroxy-1H-indazol-3-yl]benzene-1,3-diol). Isolated yield 0.1%. RXN SMILES: O[C:2]1[CH:17]=[C:16]([OH:18])[CH:15]=[CH:14][C:3]=1[C:4]([C:6]1[CH:11]=[CH:10][C:9]([OH:12])=[CH:8][C:7]=1[OH:13])=O.[Cl-].[NH4+].Cl.[Cl:22][C:23]1[CH:28]=[CH:27][CH:26]=[CH:25][C:24]=1[NH:29][NH2:30]>O>[Cl:22][C:23]1[CH:28]=[CH:27][CH:26]=[CH:25][C:24]=1[N:29]1[C:2]2[C:3](=[CH:14][CH:15]=[C:16]([OH:18])[CH:17]=2)[C:4]([C:6]2[CH:11]=[CH:10][C:9]([OH:12])=[CH:8][C:7]=2[OH:13])=[N:30]1 |f:1.2,3.4|. Procedure details: A mixture of 2,2′,4,4′-tetrahydroxybenzophenone (0.246 g, 1.0 mmol), ammonium chloride (0.16 g, 3 mmol) and 2-chlorophenyl hydrazine hydrochloride (0.535 g, 3 mmol) in 10 mL H2O was heated at reflux for 4 hours. The reaction mixture was cooled and the solids formed were filtered washed with H2O and dried to give 0.296 mg of the intermediate hydrazone. The hydrazone was heated to 200° C. under argon for 2 hours. The residue was purified by flash chromatography (hexane-EtOAc, 2:1) to give 0.055 g ...